From a dataset of the Open Reaction Database (ORD), a public repository of structured organic reaction records. describe an organic reaction: reactants, conditions, products, and yield Starting materials: BrC=1C(CCCC1OC)=O (2-bromo-3-(methyloxy)-2-cyclohexen-1-one), CC(C)(C)C(=N)N.Cl (tert-butylcarbamidine hydrochloride), C([O-])([O-])=O.[K+].[K+] (potassium carbonate). The solvent is CN(C=O)C (N,N-dimethylformamide), ClCCl (dichloromethane). Run at temperature 100 celsius. Product: CC(C)(C)C1=NC2=C(N1)CCCC2=O (2-(1,1-dimethylethyl)-1,5,6,7-tetrahydro-4H-benzimidazol-4-one). The yield is 36.8%. As a reaction SMILES: Br[C:2]1[C:3](=O)[CH2:4][CH2:5][CH2:6][C:7]=1[O:8]C.[CH3:11][C:12]([C:15]([NH2:17])=[NH:16])([CH3:14])[CH3:13].Cl.C(=O)([O-])[O-].[K+].[K+]>CN(C)C=O.ClCCl>[CH3:11][C:12]([C:15]1[NH:17][C:3]2[CH2:4][CH2:5][CH2:6][C:7](=[O:8])[C:2]=2[N:16]=1)([CH3:14])[CH3:13] |f:1.2,3.4.5|. Reported procedure: To a stirred solution of 2-bromo-3-(methyloxy)-2-cyclohexen-1-one (0.957 g) in anhydrous N,N-dimethylformamide (20 mL) at ambient temperature was added solid tert-butylcarbamidine hydrochloride (0.638 g) and potassium carbonate (1.613 g, 11.67 mmol). The reaction was then heated to 100° C. under an atmosphere of nitrogen for 2.5 h. The reaction was diluted with dichloromethane (50 mL) the resultant solid was removed by filtration. The filtrate was concentrated in vacuo. The sample was loaded in ...